Task: describe an organic reaction: reactants, conditions, products, and yield. Dataset: the Open Reaction Database (ORD), a public repository of structured organic reaction records Reactants: [Cl-].[NH+]1=CC=CC=C1 (Pyridinium chloride), COC=1C(=NC=CC1)NC1=CC=CC=C1 (3-methoxy-N-phenylpyridine-2-amine). The solvent is Cl (HCl). Run at temperature 200 celsius. Product: C1(=CC=CC=C1)NC1=NC=CC=C1O (2-(phenylamino)pyridine-3-ol). RXN SMILES: [Cl-].[NH+]1C=CC=CC=1.C[O:9][C:10]1[C:11]([NH:16][C:17]2[CH:22]=[CH:21][CH:20]=[CH:19][CH:18]=2)=[N:12][CH:13]=[CH:14][CH:15]=1>Cl>[C:17]1([NH:16][C:11]2[C:10]([OH:9])=[CH:15][CH:14]=[CH:13][N:12]=2)[CH:22]=[CH:21][CH:20]=[CH:19][CH:18]=1 |f:0.1|. Procedure: 1 L 3-neck flask is charged with Pyridinium chloride (52.2 g, 452 mmol) and 3-methoxy-N-phenylpyridine-2-amine (9 g, 45.2 mmol). The reaction mixture is heated to 200° C. for 4 h. The reaction mixture is dumped into 5% HCl (200 mL), and extracted with 3×300 mL ETOAC. The organic portion is combined and purified by column chromatography (100% DCM) to yield the desired product. Starting materials: ClS(=O)(=O)C=1C=CC(=C(C(=O)O)C1)OC (5-chlorosulfonyl-2-methoxybenzoic acid), ClS(=O)(=O)C=1C=CC(=C(C(=O)O)C1)OC (5-chlorosulfonyl-2-methoxybenzoic acid), O=S(Cl)Cl (SOCl2), C1(=CC=C(C=C1)S(=O)(=O)CCO)C (2-(p-toluenesulfonyl)ethanol). Solvent: C(Cl)Cl (CH2Cl2). Yields the product ClS(=O)(=O)C=1C=CC(=C(C(=O)OCCS(=O)(=O)C2=CC=C(C=C2)C)C1)OC (2-(p-toluenesulfonyl)ethyl 5-chlorosulfonyl-2-methoxybenzoate). The yield is 80.9%. As a reaction SMILES: [Cl:1][S:2]([C:5]1[CH:6]=[CH:7][C:8]([O:14][CH3:15])=[C:9]([CH:13]=1)[C:10]([OH:12])=[O:11])(=[O:4])=[O:3].O=S(Cl)Cl.[C:20]1([CH3:32])[CH:25]=[CH:24][C:23]([S:26]([CH2:29][CH2:30]O)(=[O:28])=[O:27])=[CH:22][CH:21]=1>C(Cl)Cl>[Cl:1][S:2]([C:5]1[CH:6]=[CH:7][C:8]([O:14][CH3:15])=[C:9]([CH:13]=1)[C:10]([O:12][CH2:30][CH2:29][S:26]([C:23]1[CH:24]=[CH:25][C:20]([CH3:32])=[CH:21][CH:22]=1)(=[O:28])=[O:27])=[O:11])(=[O:4])=[O:3]. Procedure: A mixture of 5-chlorosulfonyl-2-methoxybenzoic acid (Intermediate 6, 3.0 g, 12.0 mmol) and SOCl2 (6 mL) was heated to reflux temperature for 2 h. Then excess SOCl2 was removed by distillation. The resulting residual oil was dissolved in 20 mL of CH2Cl2 and 2-(p-toluenesulfonyl)ethanol (available from Aldrich 2.0 g, 10 mmol) in 10 mL of CH2Cl2 was added at room temperature. The resulting mixture was heated to reflux temperature for 3 h. Thereafter volatile materials were removed under reduced pre... The reactants are C(C)OC(C1=CC(=C(C=C1)O)O)=O (3,4-Dihydroxy-benzoic acid ethyl ester), C(C)OC(C1=C(C=CC(=C1)N1CCCCC1)N)=O (2-amino-5-piperidin-1-yl-benzoic acid ethyl ester), C([O-])([O-])=O.[K+].[K+] (Potassium carbonate), N1CCCCC1 (Piperidine), N1CCCCC1 (Piperidine). The solvent is CC(=O)C (acetone). Run at temperature 70 celsius, time 24 hour. The product is C(C)OC(C1=CC(=C(C=C1)OCCOC)OCCOC)=O (3,4-bis-(2-methoxy-ethoxy)-benzoic acid ethyl ester). Isolated yield 93.0%. Reaction SMILES: [CH2:1]([O:3][C:4](=[O:13])[C:5]1[CH:10]=[CH:9][C:8]([OH:11])=[C:7]([OH:12])[CH:6]=1)[CH3:2].[CH2:14]([O:16][C:17](=O)[C:18]1C=C(N2CCCCC2)C=CC=1N)C.[C:32](=[O:35])([O-])[O-].[K+].[K+].N1CCC[CH2:40][CH2:39]1>CC(C)=O>[CH2:1]([O:3][C:4](=[O:13])[C:5]1[CH:10]=[CH:9][C:8]([O:11][CH2:39][CH2:40][O:35][CH3:32])=[C:7]([O:12][CH2:18][CH2:17][O:16][CH3:14])[CH:6]=1)[CH3:2] |f:2.3.4|. Reported procedure: 3,4-Dihydroxy-benzoic acid ethyl ester (compound A′) (2.0 g) was dissolved in acetone (20 ml). Potassium carbonate (4.3 g) and 1-bromo-2-methoxy-ethane (compound D) (5 ml) were added to the solution at room temperature, and the mixture was then stirred at 70° C. for 24 hr. After the completion of the reaction, the reaction solution was allowed to stand for cooling at room temperature, and the reaction system was concentrated under the reduced pressure. Distilled water was added to the residue, a... Starting materials: CCOC(=O)C(C)(Cc1ccc(OCCc2nc(CCc3ccccc3)oc2C)cc1)Oc1ccccc1, CO, [Na+], [OH-]. Product: Cc1oc(CCc2ccccc2)nc1CCOc1ccc(CC(C)(Oc2ccccc2)C(=O)O)cc1. As a reaction SMILES: [CH2:1]([CH3:2])[O:3][C:4]([C:5]([CH2:6][c:7]1[cH:8][cH:9][c:10]([O:13][CH2:14][CH2:15][c:16]2[n:17][c:18]([CH2:22][CH2:23][c:24]3[cH:25][cH:26][cH:27][cH:28][cH:29]3)[o:19][c:20]2[CH3:21])[cH:11][cH:12]1)([O:30][c:31]1[cH:32][cH:33][cH:34][cH:35][cH:36]1)[CH3:37])=[O:38].[CH3:41][OH:42].[Na+:40].[OH-:39]>>[O:3]=[C:4]([C:5]([CH2:6][c:7]1[cH:8][cH:9][c:10]([O:13][CH2:14][CH2:15][c:16]2[n:17][c:18]([CH2:22][CH2:23][c:24]3[cH:25][cH:26][cH:27][cH:28][cH:29]3)[o:19][c:20]2[CH3:21])[cH:11][cH:12]1)([O:30][c:31]1[cH:32][cH:33][cH:34][cH:35][cH:36]1)[CH3:37])[OH:38]. Reactants: O (water), BrN1C(CCC1=O)=O (N-bromosuccinimide), C1(CC1)C=1OC=2C(N1)=C(C(=C(C2OC)C(=C)OCC)C)C#N (2-Cyclopropyl-6-[1-(ethoxy)ethenyl]-7-methoxy-5-methyl-1,3-benzoxazole-4-carbonitrile). The solvent is O1CCCC1 (tetrahydrofuran). Run at time 1.5 hour. Product: BrCC(=O)C=1C(=C2C(N=C(O2)C2CC2)=C(C1C)C#N)OC (6-(2-Bromoacetyl)-2-cyclopropyl-7-methoxy-5-methyl-1,3-benzoxazole-4-carbonitrile). Yield: 81.2%. Reaction SMILES: [CH:1]1([C:4]2[O:5][C:6]3[C:7](=[C:9]([C:21]#[N:22])[C:10]([CH3:20])=[C:11]([C:15]([O:17]CC)=[CH2:16])[C:12]=3[O:13][CH3:14])[N:8]=2)[CH2:3][CH2:2]1.O.[Br:24]N1C(=O)CCC1=O>O1CCCC1>[Br:24][CH2:17][C:15]([C:11]1[C:12]([O:13][CH3:14])=[C:6]2[O:5][C:4]([CH:1]3[CH2:3][CH2:2]3)=[N:8][C:7]2=[C:9]([C:21]#[N:22])[C:10]=1[CH3:20])=[O:16]. Procedure details: 2-Cyclopropyl-6-[1-(ethoxy)ethenyl]-7-methoxy-5-methyl-1,3-benzoxazole-4-carbonitrile (I-84) (2.58 g, 8.46 mmol) was dissolved in tetrahydrofuran (130 ml), water (7.7 ml) and N-bromosuccinimide (1.61 g, 8.89 mmol) were added all at a time, followed by stirring at room temperature for 1.5 hours. After the reaction, the solvent was evaporated away under reduced pressure, followed by dilution with ethyl acetate and by washing with water and saturated brine. The obtained organic layer was dried over...